From a dataset of the Open Reaction Database (ORD), a public repository of structured organic reaction records. describe an organic reaction: reactants, conditions, products, and yield Reactants: BrC(C)C1=CC(=CC=C1)Cl (1-(1-bromoethyl)-3-chlorobenzene), [Li]CCCC (n-BuLi), C(C)(C)NC(C)C (diisopropylamine), C1(CCC1)C#N (cyclobutanecarbonitrile). Run in C1CCOC1 (THF), C1CCOC1 (THF). Run at time 5 minute. The product is ClC=1C=C(C=CC1)C(C)C1(CCC1)C#N (1-(1-(3-chlorophenyl)ethyl)cyclobutanecarbonitrile). RXN SMILES: [Li]CCCC.C(NC(C)C)(C)C.[CH:13]1([C:17]#[N:18])[CH2:16][CH2:15][CH2:14]1.Br[CH:20]([C:22]1[CH:27]=[CH:26][CH:25]=[C:24]([Cl:28])[CH:23]=1)[CH3:21]>C1COCC1>[Cl:28][C:24]1[CH:23]=[C:22]([CH:20]([C:13]2([C:17]#[N:18])[CH2:16][CH2:15][CH2:14]2)[CH3:21])[CH:27]=[CH:26][CH:25]=1. Reported procedure: n-BuLi (4.7 mL, 11.8 mmol, 2.5 M in hexane) was added to a solution of diisopropylamine (1.13 g, 11.2 mmol) in THF (20 mL) at −78° C. After stirring for 5 min, neat cyclobutanecarbonitrile (0.8 g, 9.87 mmol) was added and the mixture was stirred at −78° C. for 1 hour. Then a solution of Example 44A (2.6 g, 11.8 mmol) in THF (10 mL) was added and the mixture was stirred at −78° C. for 1 h. The mixture was quenched with water and extracted with EtOAc (40 mL). The solvent was evaporated and the res... Reactants: O=C(O)C#Cc1ccc(-c2ccccc2)cc1Br, CO, CC1CCN(CCc2ccc(N)cc2Cl)CC1, ClCCl. Yields the product CC1CCN(CCc2ccc(NC(=O)C#Cc3ccc(-c4ccccc4)cc3Br)cc2Cl)CC1. As a reaction SMILES: [Br:1][c:2]1[cH:3][c:4](-[c:13]2[cH:14][cH:15][cH:16][cH:17][cH:18]2)[cH:5][cH:6][c:7]1[C:8]#[C:9][C:10](=[O:11])[OH:12].[CH3:36][OH:37].[Cl:19][c:20]1[cH:21][c:22]([NH2:35])[cH:23][cH:24][c:25]1[CH2:26][CH2:27][N:28]1[CH2:29][CH2:30][CH:31]([CH3:34])[CH2:32][CH2:33]1.[Cl:38][CH2:39][Cl:40]>>[Br:1][c:2]1[cH:3][c:4](-[c:13]2[cH:14][cH:15][cH:16][cH:17][cH:18]2)[cH:5][cH:6][c:7]1[C:8]#[C:9][C:10](=[O:12])[NH:35][c:22]1[cH:21][c:20]([Cl:19])[c:25]([CH2:26][CH2:27][N:28]2[CH2:29][CH2:30][CH:31]([CH3:34])[CH2:32][CH2:33]2)[cH:24][cH:23]1.